Dataset: the Open Reaction Database (ORD), a public repository of structured organic reaction records. Task: describe an organic reaction: reactants, conditions, products, and yield Reactants: [Br-], CC(=O)C1CC(O[Si](C)(C)C(C)(C)C)CCC1NC(=O)OCc1ccccc1, C[Si](C)(C)[N-][Si](C)(C)C, C[P+](c1ccccc1)(c1ccccc1)c1ccccc1, Cc1ccccc1, [K+]. Product: C=C(C)C1CC(O[Si](C)(C)C(C)(C)C)CCC1NC(=O)OCc1ccccc1. As a reaction SMILES: [Br-:39].[C:11]([CH3:12])(=[O:13])[CH:14]1[CH:15]([NH:28][C:29]([O:30][CH2:31][c:32]2[cH:33][cH:34][cH:35][cH:36][cH:37]2)=[O:38])[CH2:16][CH2:17][CH:18]([O:20][Si:21]([CH3:22])([CH3:23])[C:24]([CH3:25])([CH3:26])[CH3:27])[CH2:19]1.[CH3:1][Si:2]([N-:3][Si:4]([CH3:5])([CH3:6])[CH3:7])([CH3:8])[CH3:9].[CH3:40][P+:41]([c:42]1[cH:43][cH:44][cH:45][cH:46][cH:47]1)([c:48]1[cH:49][cH:50][cH:51][cH:52][cH:53]1)[c:54]1[cH:55][cH:56][cH:57][cH:58][cH:59]1.[CH3:60][c:61]1[cH:62][cH:63][cH:64][cH:65][cH:66]1.[K+:10]>>[CH3:1][C:11](=[CH2:12])[CH:14]1[CH:15]([NH:28][C:29]([O:30][CH2:31][c:32]2[cH:33][cH:34][cH:35][cH:36][cH:37]2)=[O:38])[CH2:16][CH2:17][CH:18]([O:20][Si:21]([CH3:22])([CH3:23])[C:24]([CH3:25])([CH3:26])[CH3:27])[CH2:19]1. Starting materials: CC(C)=O, N#Cc1ccc(C2OCCCO2)c(S(=O)(=O)CCO)c1, O, O, Cc1ccc(S(=O)(=O)[O-])cc1, c1cc[nH+]cc1. Yields the product N#Cc1ccc(C=O)c(S(=O)(=O)CCO)c1. As a reaction SMILES: [CH3:40][C:41]([CH3:42])=[O:43].[O:1]1[CH:2]([c:7]2[c:8]([S:15](=[O:16])(=[O:17])[CH2:18][CH2:19][OH:20])[cH:9][c:10]([C:11]#[N:12])[cH:13][cH:14]2)[O:6][CH2:5][CH2:4][CH2:3]1.[OH2:38].[OH2:39].[c:21]1([CH3:22])[cH:23][cH:24][c:25]([S:26]([O-:27])(=[O:28])=[O:29])[cH:30][cH:31]1.[nH+:32]1[cH:33][cH:34][cH:35][cH:36][cH:37]1>>[O:1]=[CH:2][c:7]1[c:8]([S:15](=[O:16])(=[O:17])[CH2:18][CH2:19][OH:20])[cH:9][c:10]([C:11]#[N:12])[cH:13][cH:14]1. Reactants: [Br-], COC(=O)COc1ccc(SCc2cccc(OCc3ccc(C(F)(F)F)cc3)c2)c2c1CCC2, [K+]. Product: O=C(O)COc1ccc(SCc2cccc(OCc3ccc(C(F)(F)F)cc3)c2)c2c1CCC2. RXN SMILES: [Br-:36].[CH3:1][O:2][C:3]([CH2:4][O:5][c:6]1[c:7]2[c:11]([c:12]([S:15][CH2:16][c:17]3[cH:18][c:19]([O:23][CH2:24][c:25]4[cH:26][cH:27][c:28]([C:31]([F:32])([F:33])[F:34])[cH:29][cH:30]4)[cH:20][cH:21][cH:22]3)[cH:13][cH:14]1)[CH2:10][CH2:9][CH2:8]2)=[O:35].[K+:37]>>[O:2]=[C:3]([CH2:4][O:5][c:6]1[c:7]2[c:11]([c:12]([S:15][CH2:16][c:17]3[cH:18][c:19]([O:23][CH2:24][c:25]4[cH:26][cH:27][c:28]([C:31]([F:32])([F:33])[F:34])[cH:29][cH:30]4)[cH:20][cH:21][cH:22]3)[cH:13][cH:14]1)[CH2:10][CH2:9][CH2:8]2)[OH:35].